Dataset: the Open Reaction Database (ORD), a public repository of structured organic reaction records. Task: describe an organic reaction: reactants, conditions, products, and yield The reactants are CC(C)(C)c1ccc(CNCCc2ccc(F)cc2)cc1, ClCCCl, O=C(O)c1ccc(Cl)c2cc[nH]c12, ClCCl, Cl, On1nnc2ccccc21. Product: CC(C)(C)c1ccc(CN(CCc2ccc(F)cc2)C(=O)c2ccc(Cl)c3cc[nH]c23)cc1. Reaction SMILES: [C:24]([CH3:25])([CH3:26])([CH3:27])[c:28]1[cH:29][cH:30][c:31]([CH2:32][NH:33][CH2:34][CH2:35][c:36]2[cH:37][cH:38][c:39]([F:42])[cH:40][cH:41]2)[cH:43][cH:44]1.[CH2:45]([Cl:46])[CH2:47][Cl:48].[Cl:1][c:2]1[c:3]2[cH:4][cH:5][nH:6][c:7]2[c:8]([C:11](=[O:12])[OH:13])[cH:9][cH:10]1.[Cl:50][CH2:51][Cl:52].[ClH:49].[OH:14][n:15]1[c:16]2[c:17]([cH:18][cH:19][cH:20][cH:21]2)[n:22][n:23]1>>[Cl:1][c:2]1[c:3]2[cH:4][cH:5][nH:6][c:7]2[c:8]([C:11](=[O:13])[N:33]([CH2:32][c:31]2[cH:30][cH:29][c:28]([C:24]([CH3:25])([CH3:26])[CH3:27])[cH:44][cH:43]2)[CH2:34][CH2:35][c:36]2[cH:37][cH:38][c:39]([F:42])[cH:40][cH:41]2)[cH:9][cH:10]1. The reactants are [H-].[Na+] (Sodium hydride), COCCOCCO (2-(2-methoxyethoxy)ethanol), CN(C)C=O (DMF), N1(C=NC=C1)C(=O)C1C=NC2=C3N=CC=CC3=CC=C2C1=O (3-(Imidazol-1-ylcarbonyl)-4-oxo-3,4-dihydro-1,10-phenanthroline). The solvent is C(C)(=O)O (acetic acid). Reaction conditions: time 30 minute. The product is COCCOCCOC(=O)C1C=NC2=C3N=CC=CC3=CC=C2C1=O (3-[2-(2-methoxyethoxy)ethoxycarbonyl]-4-oxo-3,4-dihydro-1,10-phenanthroline). As a reaction SMILES: [H-].[Na+].[CH3:3][O:4][CH2:5][CH2:6][O:7][CH2:8][CH2:9][OH:10].CN(C=O)C.N1([C:21]([CH:23]2[C:36](=[O:37])[C:35]3[C:26](=[C:27]4[C:32](=[CH:33][CH:34]=3)[CH:31]=[CH:30][CH:29]=[N:28]4)[N:25]=[CH:24]2)=[O:22])C=CN=C1>C(O)(=O)C>[CH3:3][O:4][CH2:5][CH2:6][O:7][CH2:8][CH2:9][O:10][C:21]([CH:23]1[C:36](=[O:37])[C:35]2[C:26](=[C:27]3[C:32](=[CH:33][CH:34]=2)[CH:31]=[CH:30][CH:29]=[N:28]3)[N:25]=[CH:24]1)=[O:22] |f:0.1|. Procedure: Sodium hydride (3.15 g, 60%) was added in portions to a mixture of 2-(2-methoxyethoxy)ethanol (15 ml) and DMF (200 ml). The mixture was stirred for approximately 30 minutes until effervescence ceased. 3-(Imidazol-1-ylcarbonyl)-4-oxo-3,4-dihydro-1,10-phenanthroline (21.05 g) was added and the mixture stirred for 18 hours. The mixture was acidified to pH 5-6 with acetic acid, and evaporated to dryness under reduced pressure. Water (50 ml) was added and the mixture extracted with dichloromethane. T... Reactants: CC=1OC2=C(N1)C=CC1=C(C2C=2C(NC(NC2)=O)=O)C=CC(=C1)C ((±)-5-(2,7-Dimethyl-10H-benzo[4,5]cyclohepta[1,2-d]oxazol-10-yl)-2,4(1H,3H)-pyrimidinedione), IC (iodomethane). Yields the product CN1C(NC(C(=C1)C1C2=C(C=CC=3N=C(OC31)C)C=C(C=C2)C)=O)=O ((±)-1-Methyl-5-(2,7-dimethyl-10H-benzo[4,5]cyclohepta[1,2-d]oxazol-10-yl)-2,4-(1H,3H)-pyrimidinedione). Reaction SMILES: [CH3:1][C:2]1[O:3][C:4]2[CH:11]([C:12]3[C:13](=[O:19])[NH:14][C:15](=[O:18])[NH:16][CH:17]=3)[C:10]3[CH:20]=[CH:21][C:22]([CH3:24])=[CH:23][C:9]=3[CH:8]=[CH:7][C:5]=2[N:6]=1.I[CH3:26]>>[CH3:26][N:16]1[CH:17]=[C:12]([CH:11]2[C:4]3[O:3][C:2]([CH3:1])=[N:6][C:5]=3[CH:7]=[CH:8][C:9]3[CH:23]=[C:22]([CH3:24])[CH:21]=[CH:20][C:10]2=3)[C:13](=[O:19])[NH:14][C:15]1=[O:18]. Procedure: The title compound was prepared from the product of example 13 step (vii) (0.66 g) and iodomethane (0.49 ml) according to the method of example 1 step (viii). Purification was by chromatography eluting with 5% methanol in dichloromethane.